Dataset: the Open Reaction Database (ORD), a public repository of structured organic reaction records. Task: describe an organic reaction: reactants, conditions, products, and yield Starting materials: C(C)(=O)OC1=C(C=CC=C1)C(=O)N[C@@H]1[C@@H](CN(CC1)CC1=CC=CC=C1)O (cis-2-[3-hydroxy-1-(phenylmethyl)-4-piperidinylaminocarbonyl]phenol acetate), [OH-].[Na+] (sodium hydroxide), Cl (hydrochloric acid). Reaction conditions: temperature 60 celsius. Yields the product OC1=C(C(=O)N[C@@H]2[C@@H](CN(CC2)CC2=CC=CC=C2)O)C=CC=C1 (cis-2-hydroxy-N-[3-hydroxy-1-(phenylmethyl)-4-piperidinyl]benzamide). Isolated yield 27.0%. As a reaction SMILES: C([O:4][C:5]1[CH:10]=[CH:9][CH:8]=[CH:7][C:6]=1[C:11]([NH:13][C@H:14]1[CH2:19][CH2:18][N:17]([CH2:20][C:21]2[CH:26]=[CH:25][CH:24]=[CH:23][CH:22]=2)[CH2:16][C@H:15]1[OH:27])=[O:12])(=O)C.[OH-].[Na+].Cl>>[OH:4][C:5]1[CH:10]=[CH:9][CH:8]=[CH:7][C:6]=1[C:11]([NH:13][C@H:14]1[CH2:19][CH2:18][N:17]([CH2:20][C:21]2[CH:26]=[CH:25][CH:24]=[CH:23][CH:22]=2)[CH2:16][C@H:15]1[OH:27])=[O:12] |f:1.2|. Procedure: A mixture of 5 parts of cis-2-[3-hydroxy-1-(phenylmethyl)-4-piperidinylaminocarbonyl]phenol acetate (ester) and 30 parts of sodium hydroxide solution 1N was stirred and heated for four hours at 60° C. The reaction mixture was cooled to room temperature and neutralized with a hydrochloric acid solution 1N. The product was extracted with 1,1'-oxybisethane. The extract was dried, filtered and evaporated. The residue was purified by columnchromatography over silica gel using a mixture of trichlorome... Reactants: C(C)OC(C1=C(C(=C(C(=C1)F)N1C[C@H](CC1)NC(=O)OC(C)(C)C)F)F)=O (4-[(S)-3-(tert-butoxycarbonylamino)pyrrolidin-1-yl]-2,3,5-trifluorobenzoic acid ethyl ester), C1(CC1)N (cyclopropylamine). The solvent is CS(=O)C (dimethyl sulfoxide). Product: C(C)OC(C1=C(C(=C(C(=C1)F)N1C[C@H](CC1)NC(=O)OC(C)(C)C)F)NC1CC1)=O (4-[(S)-3-tert-Butoxycarbonylaminopyrrolidin-1-yl]-2-cyclopropylamino-3,5-difluorobenzoic acid ethyl ester). Isolated yield 83.0%. RXN SMILES: [CH2:1]([O:3][C:4](=[O:27])[C:5]1[CH:10]=[C:9]([F:11])[C:8]([N:12]2[CH2:16][CH2:15][C@H:14]([NH:17][C:18]([O:20][C:21]([CH3:24])([CH3:23])[CH3:22])=[O:19])[CH2:13]2)=[C:7]([F:25])[C:6]=1F)[CH3:2].[CH:28]1([NH2:31])[CH2:30][CH2:29]1>CS(C)=O>[CH2:1]([O:3][C:4](=[O:27])[C:5]1[CH:10]=[C:9]([F:11])[C:8]([N:12]2[CH2:16][CH2:15][C@H:14]([NH:17][C:18]([O:20][C:21]([CH3:22])([CH3:23])[CH3:24])=[O:19])[CH2:13]2)=[C:7]([F:25])[C:6]=1[NH:31][CH:28]1[CH2:30][CH2:29]1)[CH3:2]. Procedure details: A solution of 4-[(S)-3-(tert-butoxycarbonylamino)pyrrolidin-1-yl]-2,3,5-trifluorobenzoic acid ethyl ester (Example 2a, 1.95 g, 5.01 mmol) and cyclopropylamine (14.0 mL, 201 mmol) in dimethyl sulfoxide (5 mL) is heated in a sealed glass tube for 44.5 hours at 100° C. Compressed air is blown into the black solution to remove excess cyclopropylamine. The solution is concentrated under high vacuum and purified by flash column chromatography (1:9 ethyl acetate/hexanes) to afford the title compound (1... Starting materials: O=C([O-])[O-], CN(C)C=O, Cc1ccccc1CN, [I-], [K+], [K+], [K+], Nc1nccnc1Cl, O. Yields the product Cc1ccccc1CNc1nccnc1N. As a reaction SMILES: [C:18](=[O:19])([O-:20])[O-:21].[CH3:26][N:27]([CH3:28])[CH:29]=[O:30].[CH3:9][c:10]1[c:11]([CH2:12][NH2:13])[cH:14][cH:15][cH:16][cH:17]1.[I-:25].[K+:22].[K+:23].[K+:24].[NH2:1][c:2]1[n:3][cH:4][cH:5][n:6][c:7]1[Cl:8].[OH2:31]>>[NH2:1][c:2]1[n:3][cH:4][cH:5][n:6][c:7]1[NH:13][CH2:12][c:11]1[c:10]([CH3:9])[cH:17][cH:16][cH:15][cH:14]1. Starting materials: C(C1=CC=CC=C1)P(=O)(CC1=CC=CC=C1)N[C@@H](C)C(=O)N1[C@H](C(=O)O)CCC1 (Dibenzylphosphoryl-L-alanyl-L-proline), CCN=C=NCCCN(C)C (WSC), C=1C=CC2=C(C1)N=NN2O (HOBt), C1(=CC=C(C=C1)S(=O)(=O)O)C.C(C1=CC=CC=C1)OC(CN)=O (glycine benzylester p-toluene sulfonic acid salt). Run in CN(C)C=O (DMF), C(C)(=O)OCC (ethyl acetate). Run at temperature -15 celsius, time 3 hour. Yields the product C(C1=CC=CC=C1)OC(CNC([C@H]1N(CCC1)C([C@@H](NP(=O)(CC1=CC=CC=C1)CC1=CC=CC=C1)C)=O)=O)=O (dibenzylphosphoryl-L-alanyl-L-prolyl-glycine benzylester). Yield: 92.2%. RXN SMILES: [CH2:1]([P:8]([NH:17][C@H:18]([C:20]([N:22]1[CH2:29][CH2:28][CH2:27][C@H:23]1[C:24](O)=[O:25])=[O:21])[CH3:19])([CH2:10][C:11]1[CH:16]=[CH:15][CH:14]=[CH:13][CH:12]=1)=[O:9])[C:2]1[CH:7]=[CH:6][CH:5]=[CH:4][CH:3]=1.C1C=CC2N(O)N=NC=2C=1.C1(C)C=CC(S(O)(=O)=O)=CC=1.[CH2:51]([O:58][C:59](=[O:62])[CH2:60][NH2:61])[C:52]1[CH:57]=[CH:56][CH:55]=[CH:54][CH:53]=1.CCN=C=NCCCN(C)C>CN(C=O)C.C(OCC)(=O)C>[CH2:51]([O:58][C:59](=[O:62])[CH2:60][NH:61][C:24](=[O:25])[C@@H:23]1[CH2:27][CH2:28][CH2:29][N:22]1[C:20](=[O:21])[C@H:18]([CH3:19])[NH:17][P:8]([CH2:1][C:2]1[CH:3]=[CH:4][CH:5]=[CH:6][CH:7]=1)([CH2:10][C:11]1[CH:12]=[CH:13][CH:14]=[CH:15][CH:16]=1)=[O:9])[C:52]1[CH:57]=[CH:56][CH:55]=[CH:54][CH:53]=1 |f:2.3|. Procedure details: Dibenzylphosphoryl-L-alanyl-L-proline (1.2 g, 2.5 m mole), HOBt (338 mg, 2.5 m mole) and glycine benzylester p-toluene sulfonic acid salt (1.0 g, 3 m mole) were suspended in DMF (10 ml), and WSC (0.5 ml) was dropwise added thereto while cooling to -15° C. and stirring. The reaction was carried out for 3 hours under cooling, and next, overnight at room temperature. To the reaction solution ethyl acetate (100 ml) was added and the mixture was washed with 1N hydrochloric acid and water in order, an...